Task: describe an organic reaction: reactants, conditions, products, and yield. Dataset: the Open Reaction Database (ORD), a public repository of structured organic reaction records The reactants are C[Si](C)(C)[N-][Si](C)(C)C, CI, [Li+], C1CCOC1, N#CC1CCSCC1. Yields the product CC1(C#N)CCSCC1. Reaction SMILES: [CH3:9][Si:10]([N-:11][Si:12]([CH3:13])([CH3:14])[CH3:15])([CH3:16])[CH3:17].[I:19][CH3:20].[Li+:18].[O:21]1[CH2:22][CH2:23][CH2:24][CH2:25]1.[S:1]1[CH2:2][CH2:3][CH:4]([C:7]#[N:8])[CH2:5][CH2:6]1>>[S:1]1[CH2:2][CH2:3][C:4]([C:7]#[N:8])([CH3:9])[CH2:5][CH2:6]1. The reactants are CC(C)(C)[Si](Oc1ccc(OCC(O)CNCCc2ccc(Nc3ncccc3[N+](=O)[O-])cc2)cc1)(c1ccccc1)c1ccccc1, ClC(Cl)Cl. The product is O=[N+]([O-])c1cccnc1Nc1ccc(CCNCC(O)COc2ccc(O)cc2)cc1. RXN SMILES: [C:1]([Si:2]([c:3]1[cH:4][cH:5][cH:37][cH:38][cH:39]1)([O:6][c:7]1[cH:8][cH:9][c:10]([O:11][CH2:12][CH:13]([CH2:14][NH:15][CH2:16][CH2:17][c:18]2[cH:19][cH:20][c:21]([NH:24][c:25]3[n:26][cH:27][cH:28][cH:29][c:30]3[N+:31](=[O:32])[O-:33])[cH:22][cH:23]2)[OH:34])[cH:35][cH:36]1)[c:40]1[cH:41][cH:42][cH:43][cH:44][cH:45]1)([CH3:46])([CH3:47])[CH3:48].[CH:49]([Cl:50])([Cl:51])[Cl:52]>>[OH:6][c:7]1[cH:8][cH:9][c:10]([O:11][CH2:12][CH:13]([CH2:14][NH:15][CH2:16][CH2:17][c:18]2[cH:19][cH:20][c:21]([NH:24][c:25]3[n:26][cH:27][cH:28][cH:29][c:30]3[N+:31](=[O:32])[O-:33])[cH:22][cH:23]2)[OH:34])[cH:35][cH:36]1. Reactants: Br, COC(=O)N1CCC(c2cc(=O)[nH]o2)CC1Cc1ccc(OC(F)(F)F)cc1. Product: O=c1cc(C2CCNC(Cc3ccc(OC(F)(F)F)cc3)C2)o[nH]1. RXN SMILES: [BrH:29].[O:1]=[c:2]1[nH:3][o:4][c:5]([CH:7]2[CH2:8][CH:9]([CH2:17][c:18]3[cH:19][cH:20][c:21]([O:24][C:25]([F:26])([F:27])[F:28])[cH:22][cH:23]3)[N:10]([C:13]([O:14][CH3:15])=[O:16])[CH2:11][CH2:12]2)[cH:6]1>>[O:1]=[c:2]1[nH:3][o:4][c:5]([CH:7]2[CH2:8][CH:9]([CH2:17][c:18]3[cH:19][cH:20][c:21]([O:24][C:25]([F:26])([F:27])[F:28])[cH:22][cH:23]3)[NH:10][CH2:11][CH2:12]2)[cH:6]1. Starting materials: NC=1C(=NC(=CN1)C1=CC(=CC=C1)C=O)C(=O)NC (3-amino-6-(3-formylphenyl)-N-methylpyrazine-2-carboxamide), C(CC)C1=CC=C(CN)C=C1 (4-propylbenzylamine), C(#N)[BH3-].[Na+] (sodium cyanoborohydride). The solvent is TBF. Product: NC=1C(=NC(=CN1)C1=CC(=CC=C1)CNCC1=CC=C(C=C1)CCC)C(=O)NC (3-amino-N-methyl-6-[3-({[(4-propylphenyl)methyl]amino}methyl)phenyl]pyrazine-2-carboxamide). Isolated yield 32.4%. As a reaction SMILES: [NH2:1][C:2]1[C:3]([C:16]([NH:18][CH3:19])=[O:17])=[N:4][C:5]([C:8]2[CH:13]=[CH:12][CH:11]=[C:10]([CH:14]=O)[CH:9]=2)=[CH:6][N:7]=1.[CH2:20]([C:23]1[CH:30]=[CH:29][C:26]([CH2:27][NH2:28])=[CH:25][CH:24]=1)[CH2:21][CH3:22].C([BH3-])#N.[Na+]>>[NH2:1][C:2]1[C:3]([C:16]([NH:18][CH3:19])=[O:17])=[N:4][C:5]([C:8]2[CH:13]=[CH:12][CH:11]=[C:10]([CH2:14][NH:28][CH2:27][C:26]3[CH:29]=[CH:30][C:23]([CH2:20][CH2:21][CH3:22])=[CH:24][CH:25]=3)[CH:9]=2)=[CH:6][N:7]=1 |f:2.3|. Procedure details: To a stirred solution of 3-amino-6-(3-formylphenyl)-N-methylpyrazine-2-carboxamide (50 mg, 0.19 mmol) and 4-propylbenzylamine (35.7 mg, 0.24 mmol) in TBF (5 mL) was added sodium cyanoborohydride (ca. 5 eq.) and the solution was stirred until refluxed for 1 h. The solvent was removed under reduced pressure. The residue was partitioned between ethyl acetate (50 mL) and saturated aqueous solution of Na2CO3 (10 mL). The phases were separated. The organic layer was washed with saturated aqueous sodiu... Starting materials: OC(CCCCCCCN1C(=O)N(C=2N=CN(C2C1=O)C)C)CO (1-(8,9-dihydroxynonyl)-3,7-dimethylxanthine), Br (hydrogen bromide), C(C)(=O)O (acetic acid), C([O-])(O)=O (bicarbonate). Solvent: ClCCl (dichloromethane), O (water). Run at time 90 minute. Yields the product C(C)(=O)OC(CCCCCCCN1C(=O)N(C=2N=CN(C2C1=O)C)C)CBr (1-(8-acetoxy-9-bromononyl)-3,7-dimethylxanthine). The yield is 96.0%. RXN SMILES: [OH:1][CH:2]([CH2:23]O)[CH2:3][CH2:4][CH2:5][CH2:6][CH2:7][CH2:8][CH2:9][N:10]1[C:19](=[O:20])[C:18]2[N:17]([CH3:21])[CH:16]=[N:15][C:14]=2[N:13]([CH3:22])[C:11]1=[O:12].[BrH:25].[C:26]([OH:29])(=O)[CH3:27].C(=O)(O)[O-]>ClCCl.O>[C:26]([O:1][CH:2]([CH2:23][Br:25])[CH2:3][CH2:4][CH2:5][CH2:6][CH2:7][CH2:8][CH2:9][N:10]1[C:19](=[O:20])[C:18]2[N:17]([CH3:21])[CH:16]=[N:15][C:14]=2[N:13]([CH3:22])[C:11]1=[O:12])(=[O:29])[CH3:27]. Reported procedure: A mixture of 1-(8,9-dihydroxynonyl)-3,7-dimethylxanthine and 30% hydrogen bromide in acetic acid (0.8 mL, 3.90 mmol) was stirred for 90 minutes. The solution was poured into a mixture of water (10 mL), sodioum bicarbonate (1.35 g, and dichloromethane (10 mL). After 10 minutes of vigorous stiring, the layers were separated and the aqueous portion extracted with dichloromethane (3×15 mL). The combined organic phases were dried over sodium sulfate and the solvent evaporated under vacuum, yielding 5... The reactants are FC(OC=1C=C(C=NO)C=CC1)F (3-(difluoromethoxy)benzaldehyde oxime), C1=CN(C=N1)C(=O)N2C=CN=C2 (N,N-carbonyldiimidazole). Run in O1CCCC1 (tetrahydrofuran). Run at time 8 hour. Yields the product FC(OC=1C=C(C#N)C=CC1)F (3-(Difluoromethoxy)benzonitrile). Yield: 54.8%. As a reaction SMILES: [F:1][CH:2]([F:13])[O:3][C:4]1[CH:5]=[C:6]([CH:10]=[CH:11][CH:12]=1)[CH:7]=[N:8]O.C1N=CN(C(N2C=NC=C2)=O)C=1>O1CCCC1>[F:1][CH:2]([F:13])[O:3][C:4]1[CH:5]=[C:6]([CH:10]=[CH:11][CH:12]=1)[C:7]#[N:8]. Procedure: A solution of 4.95 g of 3-(difluoromethoxy)benzaldehyde oxime in 50 ml of dry tetrahydrofuran was treated with 4.30 g of N,N-carbonyldiimidazole. After the effervescence had subsided, the reaction solution was allowed to stand overnight, then concentrated in vacuo. The residue was taken up in 75 ml of water and the pH adjusted to 4 with hydrochloric acid. The nitrile was extracted into ether, dried over sodium sulfate and concentrated, giving a yellow oil which upon distillation gave 2.45 g of t...